From a dataset of the Open Reaction Database (ORD), a public repository of structured organic reaction records. describe an organic reaction: reactants, conditions, products, and yield Procedure: To a solution of 4-thioxo-1,3-thiazolidin-2-one (2.0 g) in ethanol (20 mL) was added 3-aminopropane-1,2-diol (1.00 g), and the mixture was stirred at room temperature for 3 hr. The precipitate was collected by filtration and washed with ethanol to give the title compound (1.56 g). Run at time 3 hour. As a reaction SMILES: S=[C:2]1[CH2:6][S:5][C:4](=[O:7])[NH:3]1.[NH2:8][CH2:9][CH:10]([OH:13])[CH2:11][OH:12]>C(O)C>[OH:13][CH:10]([CH2:11][OH:12])[CH2:9][NH:8][C:2]1[CH2:6][S:5][C:4](=[O:7])[N:3]=1. Product: OC(CNC1=NC(SC1)=O)CO (4-[(2,3-dihydroxypropyl)amino]-1,3-thiazol-2(5H)-one). Isolated yield 74.7%. Starting materials: S=C1NC(SC1)=O (4-thioxo-1,3-thiazolidin-2-one), NCC(CO)O (3-aminopropane-1,2-diol). The solvent is C(C)O (ethanol).